This data is from the Open Reaction Database (ORD), a public repository of structured organic reaction records. The task is: describe an organic reaction: reactants, conditions, products, and yield The reactants are FC1=C(C=CC=C1)N=C=S (2-fluorophenyl isothiocyanate), C(C)(=O)NN (acethydrazide). Product: FC1=C(C=CC=C1)N1C(=NN=C1C)S (4-(2-fluorophenyl)-5-methyl-4H-1,2,4-triazole-3-thiol). RXN SMILES: [F:1][C:2]1[CH:7]=[CH:6][CH:5]=[CH:4][C:3]=1[N:8]=[C:9]=[S:10].[C:11]([NH:14][NH2:15])(=O)[CH3:12]>>[F:1][C:2]1[CH:7]=[CH:6][CH:5]=[CH:4][C:3]=1[N:8]1[C:11]([CH3:12])=[N:14][N:15]=[C:9]1[SH:10]. Procedure: Using the method of Example 1, Part A of U.S. Pat. No. 4,338,453, 2-fluorophenyl isothiocyanate and acethydrazide are reacted to produce 4-(2-fluorophenyl)-5-methyl-4H-1,2,4-triazole-3-thiol (mp 236°-237° C., C:H:N:S:F ratio 51.69:3.86:20.10:15.84:9.10) which is converted to 4-(2-fluorophenyl)-3-methyl-4H-1,2,4-triazole (mp 119°-120° C., C:H:N:F ratio 61.28:4.83:23.58:10.42). The reactants are C([O-])([O-])=O.[Na+].[Na+] (sodium carbonate), C(CCC)OC1=CC=C(C=C1)B(O)O (4-butoxyphenylboronic acid), BrC=1C(=NC=CC1)N (3-bromopyridin-2-amine). The reagents and catalysts are C=1C=CC(=CC1)[P](C=2C=CC=CC2)(C=3C=CC=CC3)[Pd]([P](C=4C=CC=CC4)(C=5C=CC=CC5)C=6C=CC=CC6)([P](C=7C=CC=CC7)(C=8C=CC=CC8)C=9C=CC=CC9)[P](C=1C=CC=CC1)(C=1C=CC=CC1)C=1C=CC=CC1 (tetrakis(triphenylphosphine)palladium(0)). Solvent: COCCOC (DME), O (water). Conditions: temperature 80 celsius, time 8 hour. The product is C(CCC)OC1=CC=C(C=C1)C=1C(=NC=CC1)N (3-(4-butoxyphenyl)pyridin-2-amine). The yield is 61.7%. Reaction SMILES: C(=O)([O-])[O-].[Na+].[Na+].[CH2:7]([O:11][C:12]1[CH:17]=[CH:16][C:15](B(O)O)=[CH:14][CH:13]=1)[CH2:8][CH2:9][CH3:10].Br[C:22]1[C:23]([NH2:28])=[N:24][CH:25]=[CH:26][CH:27]=1>COCCOC.O.C1C=CC([P]([Pd]([P](C2C=CC=CC=2)(C2C=CC=CC=2)C2C=CC=CC=2)([P](C2C=CC=CC=2)(C2C=CC=CC=2)C2C=CC=CC=2)[P](C2C=CC=CC=2)(C2C=CC=CC=2)C2C=CC=CC=2)(C2C=CC=CC=2)C2C=CC=CC=2)=CC=1>[CH2:7]([O:11][C:12]1[CH:17]=[CH:16][C:15]([C:22]2[C:23]([NH2:28])=[N:24][CH:25]=[CH:26][CH:27]=2)=[CH:14][CH:13]=1)[CH2:8][CH2:9][CH3:10] |f:0.1.2,^1:39,41,60,79|. Procedure: A mixture of sodium carbonate (0.978 g), tetrakis(triphenylphosphine)palladium(0) (0.267 g), 4-butoxyphenylboronic acid (1.16 g) and 3-bromopyridin-2-amine (0.799 g,) in DME (23 mL) and water (4.6 mL) was stirred at 80° C. overnight. The mixture was added with silica gel, concentrated in vacuo, and purified by column chromatography (silica gel, eluted with EtOAc in hexane) to give the title compound (0.690 g) as a pale yellow solid. Starting materials: Nc1c([N+](=O)[O-])cc(Cl)c(Cl)c1Br, CCO, Cl, [Fe], [Na+], [Na+], O=C([O-])[O-], O. Product: Nc1cc(Cl)c(Cl)c(Br)c1N. Reaction SMILES: [Br:1][c:2]1[c:3]([NH2:4])[c:5]([N+:11]([O-:12])=[O:13])[cH:6][c:7]([Cl:10])[c:8]1[Cl:9].[CH3:14][CH2:15][OH:16].[ClH:17].[Fe:25].[Na+:18].[Na+:19].[O-:20][C:21](=[O:22])[O-:23].[OH2:24]>>[Br:1][c:2]1[c:3]([NH2:4])[c:5]([NH2:11])[cH:6][c:7]([Cl:10])[c:8]1[Cl:9]. Starting materials: CC=1C=NC=C(C(=O)Cl)C1 (5-methylnicotinoyl chloride), C(C)OC(=O)C1CCN(CC1)CC1=CC(=CC=C1)NC(C1=CC=C(C=C1)Cl)=O (1-[3-(4-Chloro-benzoylamino)-benzyl]-piperidine-4-carboxylic acid ethyl ester), ClC1=CC=C(C(=O)NC2=CC(=CC=C2)C2OCCO2)C=C1 (4-Chloro-N-(3-[1,3]dioxolan-2-yl-phenyl)-benzamide), CC1NCCC(C1)C(=O)OC (rac-(2S*,4S*)-methyl 2-methylpiperidine-4-carboxylate). The product is CC1N(CCC(C1)C(=O)O)CC1=CC(=CC=C1)NC(=O)C=1C=NC=C(C1)C (rac-(2S*,4S*)-2-Methyl-1-{3-[(5-methyl-pyridine-3-carbonyl)-amino]-benzyl}-piperidine-4-carboxylic acid). RXN SMILES: [CH3:1][C:2]1[CH:3]=[N:4][CH:5]=[C:6]([CH:10]=1)[C:7](Cl)=[O:8].Cl[C:12]1[CH:31]=[CH:30][C:15]([C:16]([NH:18][C:19]2[CH:24]=[CH:23][CH:22]=[C:21]([CH:25]3[O:29]CC[O:26]3)[CH:20]=2)=O)=[CH:14][CH:13]=1.CC1CC(C(OC)=O)CC[NH:34]1.C(OC(C1CCN(CC2C=CC=C(NC(=O)C3C=CC(Cl)=CC=3)C=2)CC1)=O)C>>[CH3:24][CH:23]1[CH2:22][CH:21]([C:25]([OH:29])=[O:26])[CH2:20][CH2:19][N:18]1[CH2:16][C:15]1[CH:30]=[CH:31][CH:12]=[C:13]([NH:34][C:7]([C:6]2[CH:5]=[N:4][CH:3]=[C:2]([CH3:1])[CH:10]=2)=[O:8])[CH:14]=1. Reported procedure: The title compound is prepared according to the reaction sequence 2.001a-2.001d described above using 5-methylnicotinoyl chloride instead of 4-chlorobenzoyl chloride as in 2.001a and rac-(2S*,4S*)-methyl 2-methylpiperidine-4-carboxylate instead of ethyl isonipecotate as in 2.001c: LC-MS A: tR=0.67 min; [M+H]+=422.08.